describe an organic reaction: reactants, conditions, products, and yield From a dataset of the Open Reaction Database (ORD), a public repository of structured organic reaction records. Reactants: C(C)(=O)OCC (ethyl acetate), C(C)(=O)O[C@@H]1C=CO[C@@H]([C@H]1OC(C)=O)COC(C)=O (Tri-O-acetyl-D-glucal), C(C=1C(=CC=CC1)OC)(=O)O (o-anisic acid), II (iodine), C1CCOC1 (THF), C1CCOC1 (THF). Reaction conditions: temperature -78 celsius, time 2 hour. The product is C(C)(=O)C([C@@H]1[C@H]([C@@H](C=C(O1)C(C1=C(C=CC=C1)OC)=O)O)O)(O)C(C)=O (diacetyl-(o-methoxy)benzoyl glucal). Yield: 85.0%. RXN SMILES: C([O:4][C@H:5]1[C@H:10]([O:11]C(=O)C)[C@@H:9]([CH2:15][O:16]C(=O)C)[O:8][CH:7]=[CH:6]1)(=O)C.[C:20]([OH:30])(=O)[C:21]1[C:22]([O:27][CH3:28])=[CH:23][CH:24]=[CH:25][CH:26]=1.II.[C:33](OCC)(=[O:35])[CH3:34].C1C[O:42][CH2:41][CH2:40]1>>[C:33]([C:15]([C:41](=[O:42])[CH3:40])([OH:16])[C@H:9]1[O:8][C:7]([C:20](=[O:30])[C:21]2[CH:26]=[CH:25][CH:24]=[CH:23][C:22]=2[O:27][CH3:28])=[CH:6][C@@H:5]([OH:4])[C@@H:10]1[OH:11])(=[O:35])[CH3:34]. Reported procedure: Tri-O-acetyl-D-glucal (1.000 g) was dissolved with o-anisic acid (0,671 g, 1.2 equiv.) and iodine (0.186 g, 0.2 equiv.) in 45 mL THF and quickly cooled to -78° C. A 1 mm Hg vacuum line was then attached and the reaction mixture allowed to warm slowly to -5° C. This reaction mixture was allowed to stir for 2 h under these conditions, replacing the lost THF solvent periodically. The reaction mixture was then poured into 50 mL ethyl acetate and washed successively with saturated Na2 SO2O3, saturate... Starting materials: NC1=NC=2C=CC=CC2C2=C1N=C(N2CC(CC(C)=O)(C)C)C (5-(4-amino-2-methyl-1H-imidazo[4,5-c]quinolin-1-yl)-4,4-dimethylpentan-2-one), Cl.CON (O-methylhydroxylamine hydrochloride). RXN SMILES: [NH2:1][C:2]1[C:11]2[N:12]=[C:13]([CH3:23])[N:14]([CH2:15][C:16]([CH3:22])([CH3:21])[CH2:17][C:18](=O)[CH3:19])[C:10]=2[C:9]2[CH:8]=[CH:7][CH:6]=[CH:5][C:4]=2[N:3]=1.Cl.[CH3:25][O:26][NH2:27]>>[CH3:25][O:26][N:27]=[C:18]([CH2:17][C:16]([CH3:21])([CH3:22])[CH2:15][N:14]1[C:10]2[C:9]3[CH:8]=[CH:7][CH:6]=[CH:5][C:4]=3[N:3]=[C:2]([NH2:1])[C:11]=2[N:12]=[C:13]1[CH3:23])[CH3:19] |f:1.2|. Procedure details: By the general method described in Part F Example 30, 5-(4-amino-2-methyl-1H-imidazo[4,5-c]quinolin-1-yl)-4,4-dimethylpentan-2-one was reacted with O-methylhydroxylamine hydrochloride to provide 5-(4-amino-2-methyl-1H-imidazo[4,5-c]quinolin-1-yl)-4,4-dimethylpentan-2-one O-methyloxime as about a 4.9 to 1 mixture of E and Z isomers as light yellow needles after recrystallization from aqueous methanol, mp 193-195° C. Product: CON=C(C)CC(CN1C(=NC=2C(=NC=3C=CC=CC3C21)N)C)(C)C (5-(4-amino-2-methyl-1H-imidazo[4,5-c]quinolin-1-yl)-4,4-dimethylpentan-2-one O-methyloxime). Starting materials: FC1=CC=C(CN)C=C1 (4-fluorobenzylamine), ClC=1N=C(C2=C(N1)SC(=C2)CC)Cl (2,4-dichloro-6-ethyl-thieno-[2,3-d]-pyrimidine). Yields the product ClC=1N=C(C2=C(N1)SC(=C2)CC)NCC2=CC=C(C=C2)F (2-chloro-6-ethyl-4-(4-fluorobenzylamino)-thieno-[2,3-d]-pyrimidine). Reaction SMILES: [F:1][C:2]1[CH:9]=[CH:8][C:5]([CH2:6][NH2:7])=[CH:4][CH:3]=1.[Cl:10][C:11]1[N:12]=[C:13](Cl)[C:14]2[CH:19]=[C:18]([CH2:20][CH3:21])[S:17][C:15]=2[N:16]=1>>[Cl:10][C:11]1[N:12]=[C:13]([NH:7][CH2:6][C:5]2[CH:8]=[CH:9][C:2]([F:1])=[CH:3][CH:4]=2)[C:14]2[CH:19]=[C:18]([CH2:20][CH3:21])[S:17][C:15]=2[N:16]=1. Procedure details: Following the procedure of Example 1, the reaction of 4-fluorobenzylamine with 2,4-dichloro-6-ethyl-thieno-[2,3-d]-pyrimidine yields 2-chloro-6-ethyl-4-(4-fluorobenzylamino)-thieno-[2,3-d]-pyrimidine. Reactants: C(C)(C)(C)OC(=O)N1C(C=2N(C3=CC=CC=C3C2C(CC1)=CC(=O)OCC)C(=O)OC(C)(C)C)=O (5-ethoxycarbonylmethylene-1-oxo-1,3,4,5-tetrahydro-azepino[3,4-b]indole-2,10-dicarboxylic acid di-tert-butyl ester), [Li+].[OH-] (LiOH). Run in CO.O (MeOH—H2O). The product is O=C1NCC=C(C2=C1NC1=CC=CC=C21)CC(=O)O ((1-oxo-1,2,3,10-tetrahydro-azepino[3,4-b]indol-5-yl)-acetic acid). As a reaction SMILES: C(OC([N:8]1[CH2:21][CH2:20][C:19](=[CH:22][C:23]([O:25]CC)=[O:24])[C:18]2[C:17]3[C:12](=[CH:13][CH:14]=[CH:15][CH:16]=3)[N:11](C(OC(C)(C)C)=O)[C:10]=2[C:9]1=[O:35])=O)(C)(C)C.[Li+].[OH-]>CO.O>[O:35]=[C:9]1[C:10]2[NH:11][C:12]3[C:17]([C:18]=2[C:19]([CH2:22][C:23]([OH:25])=[O:24])=[CH:20][CH2:21][NH:8]1)=[CH:16][CH:15]=[CH:14][CH:13]=3 |f:1.2,3.4|. Reported procedure: A solution of 5-ethoxycarbonylmethylene-1-oxo-1,3,4,5-tetrahydro-azepino[3,4-b]indole-2,10-dicarboxylic acid di-tert-butyl ester, (0.496 g, 1.02 mmol) and LiOH (0.246 g, 10.2 mmol) in MeOH—H2O (1:1 mixture, 50 mL) is stirred at room temperature for 2 days before it is concentrated. Water is added to the residue and it is acidified with NaHSO4 (2M). The solid that is precipitated is collected by vacuum filtration and dried to yield (1-oxo-1,2,3,10-tetrahydro-azepino[3,4-b]indol-5-yl)-acetic acid;... The reactants are C(=O)(C(F)(F)F)O (TFA), C(I)I (CH2I2), C(C)(=O)O[C@@H]1[C@H](O[C@H]([C@@H]([C@H]1OC(C)=O)OC(C)=O)C1=CC(=C(C=C1)Cl)CC1=CC=C(C=C1)C(=C)COC)COC(C)=O ((2R,3R,4R,5S,6S)-2-(acetoxymethyl)-6-(4-chloro-3-(4-(3-methoxyprop-1-en-2-yl)benzyl)phenyl)tetrahydro-2H-pyran-3,4,5-triyl triacetate), [Zn](CC)CC (ZnEt2). The solvent is C(Cl)Cl (CH2Cl2), C(Cl)Cl (CH2Cl2), C(Cl)Cl (CH2Cl2), C(Cl)Cl (CH2Cl2). Run at time 20 minute. Product: C(C)(=O)O[C@@H]1[C@H](O[C@H]([C@@H]([C@H]1OC(C)=O)OC(C)=O)C1=CC(=C(C=C1)Cl)CC1=CC=C(C=C1)C1(CC1)COC)COC(C)=O ((2R,3R,4R,5S,6S)-2-(acetoxymethyl)-6-(4-chloro-3-(4-(1-(methoxymethyl)cyclopropyl)benzyl)phenyl)tetrahydro-2H-pyran-3,4,5-triyl triacetate). As a reaction SMILES: [Zn](CC)[CH2:2]C.C(O)(C(F)(F)F)=O.C(I)I.[C:16]([O:19][C@H:20]1[C@H:25]([O:26][C:27](=[O:29])[CH3:28])[C@@H:24]([O:30][C:31](=[O:33])[CH3:32])[C@H:23]([C:34]2[CH:39]=[CH:38][C:37]([Cl:40])=[C:36]([CH2:41][C:42]3[CH:47]=[CH:46][C:45]([C:48]([CH2:50][O:51][CH3:52])=[CH2:49])=[CH:44][CH:43]=3)[CH:35]=2)[O:22][C@@H:21]1[CH2:53][O:54][C:55](=[O:57])[CH3:56])(=[O:18])[CH3:17]>C(Cl)Cl>[C:16]([O:19][C@H:20]1[C@H:25]([O:26][C:27](=[O:29])[CH3:28])[C@@H:24]([O:30][C:31](=[O:33])[CH3:32])[C@H:23]([C:34]2[CH:39]=[CH:38][C:37]([Cl:40])=[C:36]([CH2:41][C:42]3[CH:43]=[CH:44][C:45]([C:48]4([CH2:50][O:51][CH3:52])[CH2:2][CH2:49]4)=[CH:46][CH:47]=3)[CH:35]=2)[O:22][C@@H:21]1[CH2:53][O:54][C:55](=[O:57])[CH3:56])(=[O:18])[CH3:17]. Reported procedure: To a cooled (0° C.) solution of ZnEt2 (0.16 mL, 0.16 mmol) in CH2Cl2 (0.4 mL) was added a solution of TFA (12 μL, 0.16 mmol) in CH2Cl2 (0.2 mL). After stirring for 20 min, a solution of CH2I2 (43 mg, 0.16 mmol) in CH2Cl2 (0.2 mL) was added. After stirring for an additional 20 min, a solution of (2R,3R,4R,5S,6S)-2-(acetoxymethyl)-6-(4-chloro-3-(4-(3-methoxyprop-1-en-2-yl)benzyl)phenyl)tetrahydro-2H-pyran-3,4,5-triyl triacetate (intermediate BC) (32 mg, 0.053 mmol) in CH2Cl2 (0.4 mL) was added. Th... The reactants are CC(C)(C)c1cc(N)cc(C(C)(C)C)c1O, CCN(CC)c1ccccc1, Cc1ccccc1, Clc1ccnc2ccnn12, Cl. Product: CC(C)(C)c1cc(Nc2ccnc3ccnn23)cc(C(C)(C)C)c1O. As a reaction SMILES: [C:12]([CH3:13])([CH3:14])([CH3:15])[c:16]1[cH:17][c:18]([NH2:19])[cH:20][c:21]([C:24]([CH3:25])([CH3:26])[CH3:27])[c:22]1[OH:23].[CH2:28]([N:29]([CH2:30][CH3:31])[c:32]1[cH:33][cH:34][cH:35][cH:36][cH:37]1)[CH3:38].[CH3:39][c:40]1[cH:41][cH:42][cH:43][cH:44][cH:45]1.[Cl:1][c:2]1[cH:3][cH:4][n:5][c:6]2[n:7]1[n:8][cH:9][cH:10]2.[ClH:11]>>[c:2]1([NH:19][c:18]2[cH:17][c:16]([C:12]([CH3:13])([CH3:14])[CH3:15])[c:22]([OH:23])[c:21]([C:24]([CH3:25])([CH3:26])[CH3:27])[cH:20]2)[cH:3][cH:4][n:5][c:6]2[n:7]1[n:8][cH:9][cH:10]2. Reactants: Cc1ccccc1, CN(C)C=O, COc1c(Cl)cc(C(=O)O)cc1OC(F)(F)F, O=S(Cl)Cl. The product is COc1c(Cl)cc(C(=O)Cl)cc1OC(F)(F)F. As a reaction SMILES: [CH3:18][c:19]1[cH:20][cH:21][cH:22][cH:23][cH:24]1.[CH3:29][N:30]([CH3:31])[CH:32]=[O:33].[Cl:1][c:2]1[cH:3][c:4]([C:5](=[O:6])[OH:7])[cH:8][c:9]([O:13][C:14]([F:15])([F:16])[F:17])[c:10]1[O:11][CH3:12].[S:25]([Cl:26])([Cl:27])=[O:28]>>[Cl:1][c:2]1[cH:3][c:4]([C:5](=[O:6])[Cl:27])[cH:8][c:9]([O:13][C:14]([F:15])([F:16])[F:17])[c:10]1[O:11][CH3:12].